This data is from the Open Reaction Database (ORD), a public repository of structured organic reaction records. The task is: describe an organic reaction: reactants, conditions, products, and yield The reactants are CCOC(C)=O, CCOC(=O)c1cc(Cl)ccn1, Clc1ccccc1, O=[N+]([O-])c1ccc(O)cc1F, [Na+], O=C([O-])O. The product is CCOC(=O)c1cc(Oc2ccc([N+](=O)[O-])c(F)c2)ccn1. RXN SMILES: [CH3:36][CH2:37][O:38][C:39](=[O:40])[CH3:41].[Cl:1][c:2]1[cH:3][c:4]([C:8](=[O:9])[O:10][CH2:11][CH3:12])[n:5][cH:6][cH:7]1.[Cl:24][c:25]1[cH:26][cH:27][cH:28][cH:29][cH:30]1.[F:13][c:14]1[cH:15][c:16]([OH:23])[cH:17][cH:18][c:19]1[N+:20](=[O:21])[O-:22].[Na+:31].[OH:32][C:33](=[O:34])[O-:35]>>[c:2]1([O:23][c:16]2[cH:15][c:14]([F:13])[c:19]([N+:20](=[O:21])[O-:22])[cH:18][cH:17]2)[cH:3][c:4]([C:8](=[O:9])[O:10][CH2:11][CH3:12])[n:5][cH:6][cH:7]1. The reactants are NC=1C2=C(N=CN1)N(C=C2)[C@H]2[C@@H]([C@@H]([C@H](O2)CN(CCCNC(=O)NC2=CC=C(C=C2)C(C)(C)C)C(C)C)O)O (1-(3-((((2R,3S,4R,5R)-5-(4-amino-7H-pyrrolo[2,3-d]pyrimidin-7-yl)-3,4-dihydroxytetrahydrofuran-2-yl)methyl)(isopropyl)amino)propyl)-3-(4-(tert-butyl)phenyl)urea), Cl (hydrogen chloride), O (water). Run in CO (methanol). Conditions: time 8 hour. Yields the product Cl.NC=1C2=C(N=CN1)N(C=C2)[C@H]2[C@@H]([C@@H]([C@H](O2)CN(CCCNC(=O)NC2=CC=C(C=C2)C(C)(C)C)C(C)C)O)O (1-(3-((((2R,3S,4R,5R)-5-(4-amino-7H-pyrrolo[2,3-d]pyrimidin-7-yl)-3,4-dihydroxytetrahydrofuran-2-yl)methyl)(isopropyl)amino)propyl)-3-(4-(tert-butyl)phenyl)urea hydrochloride). Yield: 97.0%. RXN SMILES: [NH2:1][C:2]1[C:3]2[CH:10]=[CH:9][N:8]([C@@H:11]3[O:15][C@H:14]([CH2:16][N:17]([CH:35]([CH3:37])[CH3:36])[CH2:18][CH2:19][CH2:20][NH:21][C:22]([NH:24][C:25]4[CH:30]=[CH:29][C:28]([C:31]([CH3:34])([CH3:33])[CH3:32])=[CH:27][CH:26]=4)=[O:23])[C@@H:13]([OH:38])[C@H:12]3[OH:39])[C:4]=2[N:5]=[CH:6][N:7]=1.[ClH:40].O>CO>[ClH:40].[NH2:1][C:2]1[C:3]2[CH:10]=[CH:9][N:8]([C@@H:11]3[O:15][C@H:14]([CH2:16][N:17]([CH:35]([CH3:36])[CH3:37])[CH2:18][CH2:19][CH2:20][NH:21][C:22]([NH:24][C:25]4[CH:26]=[CH:27][C:28]([C:31]([CH3:33])([CH3:32])[CH3:34])=[CH:29][CH:30]=4)=[O:23])[C@@H:13]([OH:38])[C@H:12]3[OH:39])[C:4]=2[N:5]=[CH:6][N:7]=1 |f:4.5|. Procedure: A solution of 1-(3-((((2R,3S,4R,5R)-5-(4-amino-7H-pyrrolo[2,3-d]pyrimidin-7-yl)-3,4-dihydroxytetrahydrofuran-2-yl)methyl)(isopropyl)amino)propyl)-3-(4-(tert-butyl)phenyl)urea (1.64 g, 3.04 mmol) in 50 mL 50% aq methanol was treated with 1.0N of hydrogen chloride in water (3.87 mL, 3.04 mmol). The solution was concentrated to remove most of the methanol and lyophilized overnight. The cloudy mixture was filtered through a fine frit and the filtrate was concentrated in vacuo to remove the MeOH. The... The reactants are N(=[N+]=[N-])C1=C(C=O)C=C(C=C1Br)Cl (2-Azido-3-bromo-5-chlorobenzaldehyde), C1(CC1)N (cyclopropylamine). Solvent: C(Cl)Cl (methylene chloride). Reaction conditions: time 2 hour. The product is BrC1=CC(=CC2=CN(N=C12)C1CC1)Cl (7-Bromo-5-chloro-2-cyclopropyl-2H-indazole). RXN SMILES: [N:1]([C:4]1[C:11]([Br:12])=[CH:10][C:9]([Cl:13])=[CH:8][C:5]=1[CH:6]=O)=[N+:2]=[N-].[CH:14]1(N)[CH2:16][CH2:15]1>C(Cl)Cl>[Br:12][C:11]1[C:4]2[C:5](=[CH:6][N:2]([CH:14]3[CH2:16][CH2:15]3)[N:1]=2)[CH:8]=[C:9]([Cl:13])[CH:10]=1. Procedure: 2-Azido-3-bromo-5-chlorobenzaldehyde (1.38 g, 5.30 mmol) and cyclopropylamine (0.37 mL, 5.30 mmol) in methylene chloride (20 mL) were treated with molecular sieves (1.5 g). The reaction was stirred at room temperature for 2 h, filtered over celite and the resulting solution evaporated in vacuo. The resulting oil was suspended in toluene (15 mL) and heated at reflux for 2 h. After cooling to room temperature, the mixture was poured into ice water and extracted with diethyl ether (2×). The organic...